This data is from the Open Reaction Database (ORD), a public repository of structured organic reaction records. The task is: describe an organic reaction: reactants, conditions, products, and yield Reactants: C(C)(C)(C)OC(NCCC(O)C1=CC(=CC=C1)Cl)=O ([3-(3-chloro-phenyl)-3-hydroxy-propyl]carbamic acid tert-butyl ester), C1(C=2C(C(N1)=O)=CC=CC2)=O (phthalimide), C1=CC=C(C=C1)P(C2=CC=CC=C2)C3=CC=CC=C3 (PPh3), CCOC(=O)/N=N/C(=O)OCC (DEAD). Solvent: C1CCOC1 (THF). Run at time 1 hour. The product is C(C)(C)(C)OC(NCCC(N1C(C2=CC=CC=C2C1=O)=O)C1=CC(=CC=C1)Cl)=O ([3-(3-chloro-phenyl)-3-(1,3-dioxo-1,3-dihydro-isoindol-2-yl)-propyl]-carbamic acid tert-butyl ester). Reaction SMILES: [C:1]([O:5][C:6](=[O:19])[NH:7][CH2:8][CH2:9][CH:10]([C:12]1[CH:17]=[CH:16][CH:15]=[C:14]([Cl:18])[CH:13]=1)O)([CH3:4])([CH3:3])[CH3:2].[C:20]1(=[O:30])[NH:24][C:23](=[O:25])[C:22]2=[CH:26][CH:27]=[CH:28][CH:29]=[C:21]12.C1C=CC(P(C2C=CC=CC=2)C2C=CC=CC=2)=CC=1.CCOC(/N=N/C(OCC)=O)=O>C1COCC1>[C:1]([O:5][C:6](=[O:19])[NH:7][CH2:8][CH2:9][CH:10]([C:12]1[CH:17]=[CH:16][CH:15]=[C:14]([Cl:18])[CH:13]=1)[N:24]1[C:20](=[O:30])[C:21]2[C:22](=[CH:26][CH:27]=[CH:28][CH:29]=2)[C:23]1=[O:25])([CH3:4])([CH3:3])[CH3:2]. Procedure: To a stirred solution of [3-(3-chloro-phenyl)-3-hydroxy-propyl]carbamic acid tert-butyl ester (12 g, 42 mmol), phthalimide (6.2 g, 42 mmol), and PPh3 (14.3 g, 55 mmol) in THF (150 mL) was added DEAD (9.0 mL, 55 mmol) dropwise at about 5° C. After 1 hour, the mixture was concentrated to dryness. The residue was purified by column chromatography (ethyl acetate:petroleum ether, 1:8) to afford [3-(3-chloro-phenyl)-3-(1,3-dioxo-1,3-dihydro-isoindol-2-yl)-propyl]-carbamic acid tert-butyl ester. (Yield... The reactants are S1N=CC(=N1)CC(P(OCC)(=O)OCC)P(OCC)(=O)OCC (tetraethyl 2-(1,2,5-thiadiazol-4-yl)-ethane-1,1-diphosphonate), C[Si](Br)(C)C (trimethylbromosilane), O (water). Conditions: time 24 hour. The product is S1N=CC(=N1)CC(P(O)(=O)O)P(O)(=O)O (2-(1,2,5-Thiadiazol-4-yl)-ethane-1,1-diphosphonic acid). As a reaction SMILES: [S:1]1[N:5]=[C:4]([CH2:6][CH:7]([P:16]([O:21]CC)(=[O:20])[O:17]CC)[P:8]([O:13]CC)(=[O:12])[O:9]CC)[CH:3]=[N:2]1.C[Si](C)(C)Br.O>>[S:1]1[N:5]=[C:4]([CH2:6][CH:7]([P:16]([OH:21])(=[O:17])[OH:20])[P:8]([OH:13])(=[O:9])[OH:12])[CH:3]=[N:2]1. Reported procedure: 1.18 g. of the tetraethyl 2-(1,2,5-thiadiazol-4-yl)-ethane-1,1-diphosphonate described in Example 3 is mixed with 3.3 ml. trimethylbromosilane under an atmosphere of nitrogen. The reaction mixture is left to stand for 24 hours at ambient temperature and the solution is then evaporated, the residue is mixed with water, the solution is adjusted to a pH of 5 with sodium hydroxide and mixed with methanol. The precipitate obtained is filtered off with suction. There is thus obtained 0.56 g. (53% of t...